Dataset: the Open Reaction Database (ORD), a public repository of structured organic reaction records. Task: describe an organic reaction: reactants, conditions, products, and yield The reactants are ClS(=O)(=O)C1=C(C=C(C(=O)O)C=C1)F (4-(chlorosulfonyl)-3-fluorobenzoic acid), [Li] (lithium), COC1=C(CNC2=NC=NS2)C=CC(=C1)OC (N-(2,4-dimethoxybenzyl)-1,2,4-thiadiazol-5-amine). The solvent is C1CCOC1 (THF), C1CCOC1 (THF), [Cl-].[Na+].O (brine). Conditions: temperature -78 celsius, time 10 minute. Product: FC=1C=C(C(=O)O)C=CC1S(=O)(=O)NC1=NC=NS1 (3-Fluoro-4-[(1,2,4-thiadiazol-5-ylamino)sulfonyl]benzoic acid). Yield: 15.7%. RXN SMILES: COC1C=C(OC)C=CC=1C[NH:6][C:7]1[S:11][N:10]=[CH:9][N:8]=1.[Li].Cl[S:20]([C:23]1[CH:31]=[CH:30][C:26]([C:27]([OH:29])=[O:28])=[CH:25][C:24]=1[F:32])(=[O:22])=[O:21]>C1COCC1.[Cl-].[Na+].O>[F:32][C:24]1[CH:25]=[C:26]([CH:30]=[CH:31][C:23]=1[S:20]([NH:6][C:7]1[S:11][N:10]=[CH:9][N:8]=1)(=[O:22])=[O:21])[C:27]([OH:29])=[O:28] |f:4.5.6,^1:17|. Reported procedure: N-(2,4-dimethoxybenzyl)-1,2,4-thiadiazol-5-amine (Preparation 26, 500 mg, 2.1 mmol, 1.0 eq) was dissolved in THF (10 ml) and cooled to −78° C. 1,1,1,3,3,3-Hexanemethyldisilazane lithium salt (LiHMDS, 1M in THF, 4.2 ml, 4.19 mmol, 2.0 eq) was added dropwise and the reaction mixture stirred for a further 10 minutes. A solution of 4-(chlorosulfonyl)-3-fluorobenzoic acid (Preparation 9, 500 mg, 2.1 mmol, 1 eq) in THF (3 ml) was added dropwise and the reaction mixture stirred at −78° C. for 1 hour th... Starting materials: O=C1N(C(C2=CC=CC=C12)=O)O[C@H]1CN(CC1)C(=O)OC(C)(C)C ((R)-tert-butyl 3-((1,3-dioxoisoindolin-2-yl)oxy)pyrrolidine-1-carboxylate), monohydrate, O[C@H]1CN(CC1)C(=O)OC(C)(C)C ((R)-tert-butyl 3-hydroxypyrrolidine-1-carboxylate), NN (hydrazine). Solvent: CO (methanol). Reaction conditions: time 2 hour. Yields the product NO[C@H]1CN(CC1)C(=O)OC(C)(C)C ((R)-tert-Butyl 3-(aminooxy)pyrrolidine-1-carboxylate). Yield: 78.3%. RXN SMILES: O=C1C2C(=CC=CC=2)C(=O)[N:3]1[O:12][C@@H:13]1[CH2:17][CH2:16][N:15]([C:18]([O:20][C:21]([CH3:24])([CH3:23])[CH3:22])=[O:19])[CH2:14]1.O[C@@H]1CCN(C(OC(C)(C)C)=O)C1.NN>CO>[NH2:3][O:12][C@@H:13]1[CH2:17][CH2:16][N:15]([C:18]([O:20][C:21]([CH3:24])([CH3:23])[CH3:22])=[O:19])[CH2:14]1. Procedure details: To (R)-tert-butyl 3-((1,3-dioxoisoindolin-2-yl)oxy)pyrrolidine-1-carboxylate (2.73 g, 8.21 mmol) prepared following a procedure analogous to Reference Example 7 from (R)-tert-butyl 3-hydroxypyrrolidine-1-carboxylate in methanol (43 mL) was gradually added hydrazine.monohydrate (1.54 g), followed by stirring for 2 hours. The reaction solution was filtered, and the residue resulting from distilling off the filtrate under reduced pressure was subjected to silica gel column chromatography (hexane/et... Reactants: C(C)(C)(C)OC(N(CC)CC1=C(C=CC(=C1)Br)I)=O ((5-Bromo-2-iodo-benzyl)-ethyl-carbamic acid tert-butyl ester), C(C)OC(CC1=CC(=C(C=C1)OC)B1OC(C(O1)(C)C)(C)C)=O ([4-methoxy-3-(4,4,5,5-tetramethyl-[1,3,2]dioxaborolan-2-yl)-phenyl]-acetic acid ethyl ester), C([O-])([O-])=O.[K+].[K+] (potassium carbonate). Reagents/catalysts: C=1C=CC(=CC1)[P](C=2C=CC=CC2)(C=3C=CC=CC3)[Pd]([P](C=4C=CC=CC4)(C=5C=CC=CC5)C=6C=CC=CC6)([P](C=7C=CC=CC7)(C=8C=CC=CC8)C=9C=CC=CC9)[P](C=1C=CC=CC1)(C=1C=CC=CC1)C=1C=CC=CC1 (tetrakis(triphenylphosphine)palladium(0)). The solvent is COCCOC.O (DME H2O), ClCCl (dichloromethane), O (water). Conditions: temperature 80 celsius. The product is C(C)OC(CC=1C=C(C(=CC1)OC)C1=C(C=C(C=C1)Br)CN(CC)C(=O)OC(C)(C)C)=O ({4′-Bromo-2′-[(tert-butoxycarbonyl-ethyl-amino)-methyl]-6-methoxy-biphenyl-3-yl}-acetic acid ethyl ester). Reaction SMILES: [C:1]([O:5][C:6](=[O:19])[N:7]([CH2:10][C:11]1[CH:16]=[C:15]([Br:17])[CH:14]=[CH:13][C:12]=1I)[CH2:8][CH3:9])([CH3:4])([CH3:3])[CH3:2].[CH2:20]([O:22][C:23](=[O:42])[CH2:24][C:25]1[CH:30]=[CH:29][C:28]([O:31][CH3:32])=[C:27](B2OC(C)(C)C(C)(C)O2)[CH:26]=1)[CH3:21].C(=O)([O-])[O-].[K+].[K+]>COCCOC.O.ClCCl.O.C1C=CC([P]([Pd]([P](C2C=CC=CC=2)(C2C=CC=CC=2)C2C=CC=CC=2)([P](C2C=CC=CC=2)(C2C=CC=CC=2)C2C=CC=CC=2)[P](C2C=CC=CC=2)(C2C=CC=CC=2)C2C=CC=CC=2)(C2C=CC=CC=2)C2C=CC=CC=2)=CC=1>[CH2:20]([O:22][C:23](=[O:42])[CH2:24][C:25]1[CH:26]=[C:27]([C:12]2[CH:13]=[CH:14][C:15]([Br:17])=[CH:16][C:11]=2[CH2:10][N:7]([C:6]([O:5][C:1]([CH3:4])([CH3:3])[CH3:2])=[O:19])[CH2:8][CH3:9])[C:28]([O:31][CH3:32])=[CH:29][CH:30]=1)[CH3:21] |f:2.3.4,5.6,^1:63,65,84,103|. Procedure details: (5-Bromo-2-iodo-benzyl)-ethyl-carbamic acid tert-butyl ester (2.0 g, 4.54 mmol), [4-methoxy-3-(4,4,5,5-tetramethyl-[1,3,2]dioxaborolan-2-yl)-phenyl]-acetic acid ethyl ester (1.67 g, 5.21 mmol), and potassium carbonate (1.57 g, 11.4 mmol) were combined in DME:H2O (2:1) under nitrogen. The mixture was purged with nitrogen, and then tetrakis(triphenylphosphine)palladium(0) (0.150 g, 0.13 mmol) was added, and the reaction was heated to 80° C. for 36 hours. Once no starting material was seen by analy...